This data is from the Open Reaction Database (ORD), a public repository of structured organic reaction records. The task is: describe an organic reaction: reactants, conditions, products, and yield Procedure: Step D (3): General procedure: Sodium hydride (60% dispersion in mineral oil, 231 mg, 5.79 mmol) was carefully added portionwise to a solution of (S)-2-((S)-2-methylhexanamido)pent-4-enoic acid (diastereomer A from Step D (2), 440 mg, 1.93 mmol) and iodomethane (961 μL, 15.4 mmol) in THF (25 mL) at 0° C. The resulting mixture was allowed to warm to rt and stirred overnight (18 h). The reaction was chilled to 0° C. and quenched with EtOAc. The mixture was diluted with water and poured into 1 N Na... Run in C1CCOC1 (THF). Reaction SMILES: [H-].[Na+].[CH3:3][C@@H:4]([CH2:15][CH2:16][CH2:17][CH3:18])[C:5]([NH:7][C@@H:8]([CH2:12][CH:13]=[CH2:14])[C:9]([OH:11])=[O:10])=[O:6].I[CH3:20]>C1COCC1>[CH3:20][N:7]([C@@H:8]([CH2:12][CH:13]=[CH2:14])[C:9]([OH:11])=[O:10])[C:5](=[O:6])[C@H:4]([CH3:3])[CH2:15][CH2:16][CH2:17][CH3:18] |f:0.1|. Reaction conditions: time 18 hour. Isolated yield 80.0%. Product: CN(C([C@@H](CCCC)C)=O)[C@H](C(=O)O)CC=C ((S)-2-((R)-N,2-dimethylhexanamido)pent-4-enoic acid). Starting materials: ( 3 ), [H-].[Na+] (Sodium hydride), C[C@H](C(=O)N[C@H](C(=O)O)CC=C)CCCC ((S)-2-((S)-2-methylhexanamido)pent-4-enoic acid), ( 2 ), IC (iodomethane). Starting materials: C=CC(=O)OC, CCCCCCCCCCCCO, C[Sn](C)(Cl)Cl, C[O-], COc1ccc(O)cc1, CCCCCCC, [Na+], Oc1ccc(O)cc1, [Sn]. Yields the product C=CC(=O)OCCCCCCCCCCCC. Reaction SMILES: [C:14]([CH:15]=[CH2:16])(=[O:17])[O:18][CH3:19].[CH2:1]([CH2:2][CH2:3][CH2:4][CH2:5][CH2:6][CH2:7][CH2:8][CH2:9][CH2:10][CH2:11][CH3:12])[OH:13].[CH3:20][Sn:21]([Cl:22])([Cl:23])[CH3:24].[CH3:25][O-:26].[CH3:28][O:29][c:30]1[cH:31][cH:32][c:33]([OH:34])[cH:35][cH:36]1.[CH3:46][CH2:47][CH2:48][CH2:49][CH2:50][CH2:51][CH3:52].[Na+:27].[OH:37][c:38]1[cH:39][cH:40][c:41]([OH:42])[cH:43][cH:44]1.[Sn:45]>>[CH2:1]([CH2:2][CH2:3][CH2:4][CH2:5][CH2:6][CH2:7][CH2:8][CH2:9][CH2:10][CH2:11][CH3:12])[O:13][C:14]([CH:15]=[CH2:16])=[O:17]. Reactants: solution, O.[F-].C(CCC)[N+](CCCC)(CCCC)CCCC (tetrabutylammonium fluoride hydrate), ice, C(C)(C)(C)OC(CN1C=CC2=CC=C(C=C12)OC(CCCO[Si](C)(C)C(C)(C)C)C1=C(N=C(S1)C1=CC=C(C=C1)C(F)(F)F)C)=O ([rac]-(6-[4-(tert-butyl-dimethyl-silanyloxy)-1-[4-methyl-2-(4-trifluoromethyl-phenyl)-thiazol-5-yl]-butoxy}-indol-1-yl)-acetic acid tert-butyl ester). Solvent: O1CCCC1 (tetrahydrofuran). Run at time 30 minute. Yields the product C(C)(C)(C)OC(CN1C=CC2=CC=C(C=C12)OC(CCCO)C1=C(N=C(S1)C1=CC=C(C=C1)C(F)(F)F)C)=O ([rac]-(6-{4-Hydroxy-1-[4-methyl-2-(4-trifluoromethyl-phenyl)-thiazol-5-yl]-butoxy}-indol-1-yl)-acetic acid tert-butyl ester). As a reaction SMILES: O.[F-].C([N+](CCCC)(CCCC)CCCC)CCC.[C:20]([O:24][C:25](=[O:65])[CH2:26][N:27]1[C:35]2[C:30](=[CH:31][CH:32]=[C:33]([O:36][CH:37]([C:49]3[S:53][C:52]([C:54]4[CH:59]=[CH:58][C:57]([C:60]([F:63])([F:62])[F:61])=[CH:56][CH:55]=4)=[N:51][C:50]=3[CH3:64])[CH2:38][CH2:39][CH2:40][O:41][Si](C(C)(C)C)(C)C)[CH:34]=2)[CH:29]=[CH:28]1)([CH3:23])([CH3:22])[CH3:21]>O1CCCC1>[C:20]([O:24][C:25](=[O:65])[CH2:26][N:27]1[C:35]2[C:30](=[CH:31][CH:32]=[C:33]([O:36][CH:37]([C:49]3[S:53][C:52]([C:54]4[CH:59]=[CH:58][C:57]([C:60]([F:62])([F:63])[F:61])=[CH:56][CH:55]=4)=[N:51][C:50]=3[CH3:64])[CH2:38][CH2:39][CH2:40][OH:41])[CH:34]=2)[CH:29]=[CH:28]1)([CH3:22])([CH3:23])[CH3:21] |f:0.1.2|. Procedure: A 1 M solution of tetrabutylammonium fluoride hydrate (30 μl, 30 μmol) was added to an ice-cooled solution of [rac]-(6-[4-(tert-butyl-dimethyl-silanyloxy)-1-[4-methyl-2-(4-trifluoromethyl-phenyl)-thiazol-5-yl]-butoxy}-indol-1-yl)-acetic acid tert-butyl ester (17 mg, 25 μmol) in tetrahydrofuran (0.5 ml). The ice bath was removed and the solution stirred for 30 min at ambient temperature. Ethyl acetate was added and the solution was washed with 1 N HCl. The aqueous layer was extracted with ethyl a... Starting materials: FC1=CC=C(C=C1)S(=O)(=O)Cl (4-fluorobenzenesulfonyl chloride), C1C(C)O1 (propylene oxide), S1C(=CC=C1)CC(=O)NC1[C@@H]2N(C(=C(CS2)O)C(=O)OCC2=CC=C(C=C2)[N+](=O)[O-])C1=O (p-nitrobenzyl 7-[2-(2-thienyl)acetamido]-3-hydroxy-3-cephem-4-carboxylate), S1C(=CC=C1)CC(=O)NC1[C@@H]2N(C(=C(CS2)OS(=O)(=O)C2=CC=C(C=C2)F)C(=O)OCC2=CC=C(C=C2)[N+](=O)[O-])C1=O (p-nitrobenzyl 7-[2-(2-thienyl)acetamido]-3-(4-fluorobenzenesulfonyloxy)-3-cephem-4-carboxylate). Reagents/catalysts: [Pd] (palladium on carbon). Solvent: CC(=O)N(C)C (DMAC), CO.C1CCOC1 (methanol THF). Product: S1C(=CC=C1)CC(=O)NC1[C@@H]2N(C(=C(CS2)OS(=O)(=O)C2=CC=C(C=C2)F)C(=O)O)C1=O (7-[2-(2-thienyl)acetamido]-3-(4-fluorobenzenesulfonyloxy)-3-cephem-4-carboxylic acid). RXN SMILES: S1C=CC=C1CC(NC1C(=O)N2C(C(OCC3C=CC([N+]([O-])=O)=CC=3)=O)=C(O)CS[C@H]12)=O.FC1C=CC(S(Cl)(=O)=O)=CC=1.C1OC1C.[S:48]1[CH:52]=[CH:51][CH:50]=[C:49]1[CH2:53][C:54]([NH:56][CH:57]1[C:88](=[O:89])[N:59]2[C:60]([C:75]([O:77]CC3C=CC([N+]([O-])=O)=CC=3)=[O:76])=[C:61]([O:64][S:65]([C:68]3[CH:73]=[CH:72][C:71]([F:74])=[CH:70][CH:69]=3)(=[O:67])=[O:66])[CH2:62][S:63][C@H:58]12)=[O:55]>CC(N(C)C)=O.CO.C1COCC1.[Pd]>[S:48]1[CH:52]=[CH:51][CH:50]=[C:49]1[CH2:53][C:54]([NH:56][CH:57]1[C:88](=[O:89])[N:59]2[C:60]([C:75]([OH:77])=[O:76])=[C:61]([O:64][S:65]([C:68]3[CH:73]=[CH:72][C:71]([F:74])=[CH:70][CH:69]=3)(=[O:67])=[O:66])[CH2:62][S:63][C@H:58]12)=[O:55] |f:5.6|. Procedure details: By following the sulfonation and de-esterification procedures described in Example 4 p-nitrobenzyl 7-[2-(2-thienyl)acetamido]-3-hydroxy-3-cephem-4-carboxylate was reacted with 4-fluorobenzenesulfonyl chloride in DMAC in the presence of propylene oxide and the recovered sulfonation product, p-nitrobenzyl 7-[2-(2-thienyl)acetamido]-3-(4-fluorobenzenesulfonyloxy)-3-cephem-4-carboxylate was hydrogenated in methanol-THF over prereduced 5 percent palladium on carbon catalyst to provide the product, 7-... The reactants are COC(Cl)Cl (1,1-Dichloromethyl methyl ether), C(CCCCCCC)C1=CC=C(C=C1)O (p-octyl phenol), ice. Reagents/catalysts: [Ti](Cl)(Cl)(Cl)Cl (titanium tetrachloride). The solvent is C(Cl)Cl (methylene chloride). Conditions: temperature 40 celsius, time 15 minute. Yields the product C(CCCCCCC)C1=CC=C(C(C=O)=C1)O (5-octylsalicylaldehyde). Reaction SMILES: [CH2:1]([C:9]1[CH:14]=[CH:13][C:12]([OH:15])=[CH:11][CH:10]=1)[CH2:2][CH2:3][CH2:4][CH2:5][CH2:6][CH2:7][CH3:8].[CH3:16][O:17]C(Cl)Cl>C(Cl)Cl.[Ti](Cl)(Cl)(Cl)Cl>[CH2:1]([C:9]1[CH:10]=[C:11]([CH:16]=[O:17])[C:12]([OH:15])=[CH:13][CH:14]=1)[CH2:2][CH2:3][CH2:4][CH2:5][CH2:6][CH2:7][CH3:8]. Procedure: 5-octylsalicylaldehyde was prepared as follows: p-octyl phenol (20.6 g) was dissolved in dry methylene chloride (400 cm3). The solution was cooled in an ice bath, stirred and treated carefully with titanium tetrachloride (44 cm3). 1,1-Dichloromethyl methyl ether (30 cm3) was then added dropwise to the cooled stirred solution. After the addition was complete, the temperature was raised to 40° C. and stirring continued for a further 15 minutes. The mixture was then poured into crushed ice (500 g) ... Starting materials: C1(=CC=CC=C1)C(N1CC(C1)(N1CCOCC1)CNC(OC(C)(C)C)=O)C1=CC=CC=C1 (tert-butyl {[1-(diphenylmethyl)-3-morpholin-4-ylazetidin-3-yl]methyl}carbamate). Reagents/catalysts: [OH-].[OH-].[Pd+2] (palladium hydroxide on carbon). The solvent is CO (methanol). Yields the product N1(CCOCC1)C1(CNC1)CNC(OC(C)(C)C)=O (tert-butyl [(3-morpholin-4-ylazetidin-3-yl)methyl]carbamate). As a reaction SMILES: C1(C(C2C=CC=CC=2)[N:8]2[CH2:11][C:10]([CH2:18][NH:19][C:20](=[O:26])[O:21][C:22]([CH3:25])([CH3:24])[CH3:23])([N:12]3[CH2:17][CH2:16][O:15][CH2:14][CH2:13]3)[CH2:9]2)C=CC=CC=1>CO.[OH-].[OH-].[Pd+2]>[N:12]1([C:10]2([CH2:18][NH:19][C:20](=[O:26])[O:21][C:22]([CH3:24])([CH3:23])[CH3:25])[CH2:11][NH:8][CH2:9]2)[CH2:13][CH2:14][O:15][CH2:16][CH2:17]1 |f:2.3.4|. Procedure: [1-(diphenylmethyl)-3-morpholin-4-ylazetidin-3-yl]methyl}amine (1.00 g, 3.0 mmol) was dissolved in dichloromethane (10 ml) and di-tert-butyldicarbonate (0.71 g, 3.3 mmol) was added. This was followed by the dropwise addition of triethylamine (0.62 ml, 4.4 mmol). The reaction was stirred at room temperature overnight. The organics were washed with water, dried over anhydrous magnesium sulfate and evaporated to dryness to give tert-butyl {[1-(diphenylmethyl)-3-morpholin-4-ylazetidin-3-yl]methyl}ca... The reactants are C1(CCCCC1)P(C1=C(C=CC=C1)C1=C(C=C(C=C1C(C)C)C(C)C)C(C)C)C1CCCCC1 (2-(dicyclohexylphosphino)-2′,4′,6′-tri-i-propyl-1,1′-biphenyl), CC(C)([O-])C.[Na+] (sodium tert-butoxide), O1CCN(CC1)C1=CC=C2C(=C1)NCC21CCOCC1 (6-morpholino-2′,3′,5′,6′-tetrahydrospiro[indoline-3,4′-pyran]), ClC1=C(C(=NC2=CC(=CC=C12)F)C1=NC(=CC=C1)OC)C (4-chloro-7-fluoro-2-(6-methoxypyridin-2-yl)-3-methylquinoline). Reagents/catalysts: C=1C=CC(=CC1)/C=C/C(=O)/C=C/C2=CC=CC=C2.C=1C=CC(=CC1)/C=C/C(=O)/C=C/C2=CC=CC=C2.C=1C=CC(=CC1)/C=C/C(=O)/C=C/C2=CC=CC=C2.[Pd].[Pd] (Pd2dba3). The solvent is C1(=CC=CC=C1)C (toluene). Conditions: temperature 100 celsius, time 18 hour. The product is FC1=CC=C2C(=C(C(=NC2=C1)C1=NC(=CC=C1)OC)C)N1CC2(CCOCC2)C2=CC=C(C=C12)N1CCOCC1 (1-(7-fluoro-2-(6-methoxy-2-pyridinyl)-3-methyl-4-quinolinyl)-6-(4-morpholinyl)-1,2,2′,3′,5′,6′-hexahydrospiro[indole-3,4′-pyran]). RXN SMILES: C1(P(C2CCCCC2)C2C=CC=CC=2C2C(C(C)C)=CC(C(C)C)=CC=2C(C)C)CCCCC1.CC(C)([O-])C.[Na+].[O:41]1[CH2:46][CH2:45][N:44]([C:47]2[CH:52]=[C:51]3[NH:53][CH2:54][C:55]4([CH2:60][CH2:59][O:58][CH2:57][CH2:56]4)[C:50]3=[CH:49][CH:48]=2)[CH2:43][CH2:42]1.Cl[C:62]1[C:71]2[C:66](=[CH:67][C:68]([F:72])=[CH:69][CH:70]=2)[N:65]=[C:64]([C:73]2[CH:78]=[CH:77][CH:76]=[C:75]([O:79][CH3:80])[N:74]=2)[C:63]=1[CH3:81]>C1(C)C=CC=CC=1.C1C=CC(/C=C/C(/C=C/C2C=CC=CC=2)=O)=CC=1.C1C=CC(/C=C/C(/C=C/C2C=CC=CC=2)=O)=CC=1.C1C=CC(/C=C/C(/C=C/C2C=CC=CC=2)=O)=CC=1.[Pd].[Pd]>[F:72][C:68]1[CH:67]=[C:66]2[C:71]([C:62]([N:53]3[C:51]4[C:50](=[CH:49][CH:48]=[C:47]([N:44]5[CH2:43][CH2:42][O:41][CH2:46][CH2:45]5)[CH:52]=4)[C:55]4([CH2:60][CH2:59][O:58][CH2:57][CH2:56]4)[CH2:54]3)=[C:63]([CH3:81])[C:64]([C:73]3[CH:78]=[CH:77][CH:76]=[C:75]([O:79][CH3:80])[N:74]=3)=[N:65]2)=[CH:70][CH:69]=1 |f:1.2,6.7.8.9.10|. Reported procedure: A mixture of 2-(dicyclohexylphosphino)-2′,4′,6′-tri-i-propyl-1,1′-biphenyl (26.9 mg, 0.056 mmol), Pd2dba3 (25.9 mg, 0.028 mmol), sodium tert-butoxide (45.4 mg, 0.47 mmol), 6-morpholino-2′,3′,5′,6′-tetrahydrospiro[indoline-3,4′-pyran] (50 mg, 0.18 mmol) (described herein), and 4-chloro-7-fluoro-2-(6-methoxypyridin-2-yl)-3-methylquinoline (57 mg, 0.19 mmol) (described herein) in toluene (2 mL) was stirred at 100° C. for 18 h, then cooled to rt and concentrated. The resulting residue was taken up i... Starting materials: C(C=1C(S)=CC=CC1)(=O)O (thiosalicylic acid), N1=CC=CC=C1 (pyridine), ClC1=CC(=C(C(=O)O)C=C1)C (4-Chloro-2-methylbenzoic acid), S(=O)(Cl)Cl (thionyl chloride). Solvent: C(C)(C)(C)OC (tert-butylmethyl ether), C(Cl)(Cl)Cl (chloroform), O (water), Cl (hydrochloric acid). Yields the product ClC1=CC(=C(C=C1)C(=O)C1=C(C(=S)O)C=CC=C1)C (2-[(4-chloro-2-methylphenyl)carbonyl]thiobenzoic acid). The yield is 72.0%. As a reaction SMILES: [Cl:1][C:2]1[CH:10]=[CH:9][C:5]([C:6]([OH:8])=O)=[C:4]([CH3:11])[CH:3]=1.[S:12](Cl)(Cl)=O.[C:16]([OH:25])(=O)[C:17]1[C:18](=[CH:20][CH:21]=[CH:22][CH:23]=1)S.N1C=CC=CC=1>C(Cl)(Cl)Cl.O.Cl.C(OC)(C)(C)C>[Cl:1][C:2]1[CH:10]=[CH:9][C:5]([C:6]([C:23]2[CH:22]=[CH:21][CH:20]=[CH:18][C:17]=2[C:16]([OH:25])=[S:12])=[O:8])=[C:4]([CH3:11])[CH:3]=1. Procedure details: 4-Chloro-2-methylbenzoic acid (5.00 g, 29 mmol) was dissolved in chloroform (30 ml) and thionyl chloride (10 ml) was added to the solution. The mixture was heated under reflux overnight. The reaction solution was concentrated under reduced pressure. While stirring under ice cooling, the concentrate was dropwise added to a mixture of thiosalicylic acid (4.00 g, 26 mmol), pyridine (5.13 g, 65 mmol) and tert-butylmethyl ether (50 ml). After the reaction mixture was stirred at the same temperature f...